This data is from the Open Reaction Database (ORD), a public repository of structured organic reaction records. The task is: describe an organic reaction: reactants, conditions, products, and yield The reactants are CCCC(NC(=O)OC(C)(C)C)C(O)C(=O)O, ClCCCl, CCOC(C)=O, NC1CC1, Cl. Yields the product CCCC(NC(=O)OC(C)(C)C)C(O)C(=O)NC1CC1. RXN SMILES: [C:5]([CH3:6])([CH3:7])([CH3:8])[O:9][C:10](=[O:11])[NH:12][CH:13]([CH:14]([C:15](=[O:16])[OH:17])[OH:18])[CH2:19][CH2:20][CH3:21].[CH2:22]([Cl:23])[CH2:24][Cl:25].[CH3:27][CH2:28][O:29][C:30](=[O:31])[CH3:32].[CH:1]1([NH2:4])[CH2:2][CH2:3]1.[ClH:26]>>[CH:1]1([NH:4][C:15]([CH:14]([CH:13]([NH:12][C:10]([O:9][C:5]([CH3:6])([CH3:7])[CH3:8])=[O:11])[CH2:19][CH2:20][CH3:21])[OH:18])=[O:16])[CH2:2][CH2:3]1.